Task: describe an organic reaction: reactants, conditions, products, and yield. Dataset: the Open Reaction Database (ORD), a public repository of structured organic reaction records The reactants are O=C1CCC(=O)N1Br, O=C(OOC(=O)c1ccccc1)c1ccccc1, ClC(Cl)(Cl)Cl, CCOC(C)=O, CCCCCC, Clc1ccccc1CC1=NOCCO1. The product is Clc1ccccc1C(Br)C1=NOCCO1. RXN SMILES: [Br:15][N:16]1[C:17](=[O:18])[CH2:19][CH2:20][C:21]1=[O:22].[C:23]([O:24][O:25][C:26](=[O:27])[c:28]1[cH:29][cH:30][cH:31][cH:32][cH:33]1)(=[O:34])[c:35]1[cH:36][cH:37][cH:38][cH:39][cH:40]1.[C:47]([Cl:48])([Cl:49])([Cl:50])[Cl:51].[CH3:41][CH2:42][O:43][C:44](=[O:45])[CH3:46].[CH3:52][CH2:53][CH2:54][CH2:55][CH2:56][CH3:57].[Cl:1][c:2]1[c:3]([CH2:4][C:5]2=[N:6][O:7][CH2:8][CH2:9][O:10]2)[cH:11][cH:12][cH:13][cH:14]1>>[Cl:1][c:2]1[c:3]([CH:4]([C:5]2=[N:6][O:7][CH2:8][CH2:9][O:10]2)[Br:15])[cH:11][cH:12][cH:13][cH:14]1. Reactants: C(C1=CC=CC=C1)(C1=CC=CC=C1)OC(=O)C=1N2C(C(C2SCC1C1=CN=C(S1)C1=CC=NC=C1)NC(=O)OC(C)(C)C)=O (2-benzhydryloxycarbonyl-7-t-butoxycarbonylamino-8-oxo-3-[2-(pyridin-4-yl)-thiazol-5-yl]-5-thia-1-azabicyclo[4.2.0]oct-2-ene), ClC1=CC(=CC=C1)C(=O)OO (meta-chloroperbenzoic acid). Run in C(Cl)Cl (methylene chloride). Yields the product C(C1=CC=CC=C1)(C1=CC=CC=C1)OC(=O)C=1N2C(C(C2S(CC1C1=CN=C(S1)C1=CC=NC=C1)=O)NC(=O)OC(C)(C)C)=O (2-benzhydryloxycarbonyl-7-t-butoxycarbonylamino-8-oxo-3-[2-(pyridin-4-yl)-thiazol-5-yl]-5-thia-1-azabicyclo[4.2.0]oct-2-ene 5-oxide). Isolated yield 93.4%. As a reaction SMILES: [CH:1]([O:14][C:15]([C:17]1[N:18]2[CH:21]([S:22][CH2:23][C:24]=1[C:25]1[S:29][C:28]([C:30]3[CH:35]=[CH:34][N:33]=[CH:32][CH:31]=3)=[N:27][CH:26]=1)[CH:20]([NH:36][C:37]([O:39][C:40]([CH3:43])([CH3:42])[CH3:41])=[O:38])[C:19]2=[O:44])=[O:16])([C:8]1[CH:13]=[CH:12][CH:11]=[CH:10][CH:9]=1)[C:2]1[CH:7]=[CH:6][CH:5]=[CH:4][CH:3]=1.ClC1C=CC=C(C(OO)=[O:53])C=1>C(Cl)Cl>[CH:1]([O:14][C:15]([C:17]1[N:18]2[CH:21]([S:22](=[O:53])[CH2:23][C:24]=1[C:25]1[S:29][C:28]([C:30]3[CH:31]=[CH:32][N:33]=[CH:34][CH:35]=3)=[N:27][CH:26]=1)[CH:20]([NH:36][C:37]([O:39][C:40]([CH3:41])([CH3:43])[CH3:42])=[O:38])[C:19]2=[O:44])=[O:16])([C:2]1[CH:7]=[CH:6][CH:5]=[CH:4][CH:3]=1)[C:8]1[CH:13]=[CH:12][CH:11]=[CH:10][CH:9]=1. Reported procedure: A solution of 2-benzhydryloxycarbonyl-7-t-butoxycarbonylamino-8-oxo-3-[2-(pyridin-4-yl)-thiazol-5-yl]-5-thia-1-azabicyclo[4.2.0]oct-2-ene (24 g) in methylene chloride (370 cc) is oxidised with 85% pure meta-chloroperbenzoic acid (7.92 g) in accordance with the procedure described in Example 2 to give 2-benzhydryloxycarbonyl-7-t-butoxycarbonylamino-8-oxo-3-[2-(pyridin-4-yl)-thiazol-5-yl]-5-thia-1-azabicyclo[4.2.0]oct-2-ene 5-oxide (23 g) in the form of a brown-yellow solid. Reported procedure: A mixture of 17.8 g of 3-propionyl pyridine oxime [(U.S. Pat. No. 3,004,979 (1961)] and 18 cm3 of benzyl bromide is maintained at reflux for 7 hours 30 minutes in 250 cm3 of ethyl acetate. After cooling and separating, 36.5 g of the expected product is obtained. m.p. 178°-180° C., recrystallized from an ethanol-ether mixture. As a reaction SMILES: [C:1](=[N:10][OH:11])([C:4]1[CH:5]=[N:6][CH:7]=[CH:8][CH:9]=1)[CH2:2][CH3:3].[CH2:12]([Br:19])[C:13]1[CH:18]=[CH:17][CH:16]=[CH:15][CH:14]=1>C(OCC)(=O)C>[Br-:19].[CH2:12]([N:6]1[CH:7]=[CH:8][CH:9]=[C:4]([C:1](=[N:10][OH:11])[CH2:2][CH3:3])[CH2:5]1)[C:13]1[CH:18]=[CH:17][CH:16]=[CH:15][CH:14]=1 |f:3.4|. The reactants are C(CC)(C=1C=NC=CC1)=NO (3-propionyl pyridine oxime), C(C1=CC=CC=C1)Br (benzyl bromide). The solvent is C(C)(=O)OCC (ethyl acetate). The product is [Br-].C(C1=CC=CC=C1)N1CC(=CC=C1)C(CC)=NO (1-N-benzyl-3-propionyl-pyridine-oxime bromide). The reactants are [Sn](Cl)Cl (Tin(II) chloride), Cl (HCl), FCCN1C(CN(CC1)C1CCN(CC1)C1=CC(=C(C=C1)[N+](=O)[O-])OC)=O (1-(2-Fluoroethyl)-4-{1-[3-(methyloxy)-4-nitrophenyl]-4-piperidinyl}-2-piperazinone). Solvent: O1CCOCC1 (dioxane). Conditions: temperature 0 celsius. Product: NC1=C(C=C(C=C1)N1CCC(CC1)N1CC(N(CC1)CCF)=O)OC (4-{1-[4-amino-3-(methyloxy)phenyl]-4-piperidinyl}-1-(2-fluoroethyl)-2-piperazinone). Isolated yield 90.6%. RXN SMILES: [F:1][CH2:2][CH2:3][N:4]1[CH2:9][CH2:8][N:7]([CH:10]2[CH2:15][CH2:14][N:13]([C:16]3[CH:21]=[CH:20][C:19]([N+:22]([O-])=O)=[C:18]([O:25][CH3:26])[CH:17]=3)[CH2:12][CH2:11]2)[CH2:6][C:5]1=[O:27].[Sn](Cl)Cl.Cl>O1CCOCC1>[NH2:22][C:19]1[CH:20]=[CH:21][C:16]([N:13]2[CH2:12][CH2:11][CH:10]([N:7]3[CH2:8][CH2:9][N:4]([CH2:3][CH2:2][F:1])[C:5](=[O:27])[CH2:6]3)[CH2:15][CH2:14]2)=[CH:17][C:18]=1[O:25][CH3:26]. Procedure: 1-(2-Fluoroethyl)-4-{1-[3-(methyloxy)-4-nitrophenyl]-4-piperidinyl}-2-piperazinone (0.832 g, 2.19 mmol) was dissolved in 50 mL of dioxane with stirring and cooled to 0° C. Tin(II) chloride (1.66 g, 8.76 mmol) in concentrated HCl (37%, 15.0 mL, 167 mmol) was added dropwise via pipet. The reaction was warmed to rt and stirred overnight. The reaction was quenched by the slow addition of 6N NaOH solution until the pH was greater than 10. The mixture was extracted with EtOAc, and the organic layer wa... Reactants: FC1=C2C(=CNC2=CC=C1)CC(=O)N ((4-fluoroindol-3-yl)acetamide), COC(C(=O)C1=CN2CCC(C3=CC(=CC1=C23)F)(C)C)=O ((6,6-dimethyl-8-fluoro-5,6-dihydro-4H-pyrrolo[3,2,1-ij]quinolin-1-yl)oxoacetic acid methyl ester). Product: CC1(CCN2C3=C(C=C(C=C13)F)C(=C2)C=2C(NC(C2C2=CNC1=CC=CC(=C21)F)=O)=O)C (3-(6,6-dimethyl-8-fluoro-5,6-dihydro-4H-pyrrolo[3,2,1-ij]quinolin-1-yl)-4-(4-fluoro-1H-indol-3-yl)pyrrole-2,5-dione). Reaction SMILES: [F:1][C:2]1[CH:10]=[CH:9][CH:8]=[C:7]2[C:3]=1[C:4]([CH2:11][C:12]([NH2:14])=[O:13])=[CH:5][NH:6]2.C[O:16][C:17](=O)[C:18]([C:20]1[C:30]2=[C:31]3[C:26](=[CH:27][C:28]([F:32])=[CH:29]2)[C:25]([CH3:34])([CH3:33])[CH2:24][CH2:23][N:22]3[CH:21]=1)=O>>[CH3:33][C:25]1([CH3:34])[C:26]2[C:31]3=[C:30]([C:20]([C:18]4[C:17](=[O:16])[NH:14][C:12](=[O:13])[C:11]=4[C:4]4[C:3]5[C:7](=[CH:8][CH:9]=[CH:10][C:2]=5[F:1])[NH:6][CH:5]=4)=[CH:21][N:22]3[CH2:23][CH2:24]1)[CH:29]=[C:28]([F:32])[CH:27]=2. Reported procedure: Beginning with (4-fluoroindol-3-yl)acetamide and (6,6-dimethyl-8-fluoro-5,6-dihydro-4H-pyrrolo[3,2,1-ij]quinolin-1-yl)oxoacetic acid methyl ester, the title compound was prepared essentially as described in Example 1.